Task: describe an organic reaction: reactants, conditions, products, and yield. Dataset: the Open Reaction Database (ORD), a public repository of structured organic reaction records Reactants: ClC=1C=C(C=C(C1OC1=CC=C(C=C1)S(=O)(=O)C)Cl)N1NCC(NC1=O)=O (2-[3,5-dichloro-4-(4-methylsulfonylphenoxy)phenyl]hexahydro-1,2,4-triazine-3,5-dione), C(CC)(=O)Cl (propionyl chloride), C(CC)(=O)Cl (propionyl chloride), S(O)(O)(=O)=O (sulfuric acid). Solvent: C(=O)O (formic acid). Run at temperature 80 celsius, time 5 hour. Yields the product ClC=1C=C(C=C(C1OC1=CC=C(C=C1)S(=O)(=O)C)Cl)N1N(CC(NC1=O)=O)C=O (2-[3,5-Dichloro-4-(4-methylsulfonylphenoxy)phenyl]-1-formylhexahydro-1,2,4-triazine-3,5-dione). As a reaction SMILES: [Cl:1][C:2]1[CH:3]=[C:4]([N:20]2[C:25](=[O:26])[NH:24][C:23](=[O:27])[CH2:22][NH:21]2)[CH:5]=[C:6]([Cl:19])[C:7]=1[O:8][C:9]1[CH:14]=[CH:13][C:12]([S:15]([CH3:18])(=[O:17])=[O:16])=[CH:11][CH:10]=1.[C:28](Cl)(=[O:31])CC.S(=O)(=O)(O)O>C(O)=O>[Cl:1][C:2]1[CH:3]=[C:4]([N:20]2[C:25](=[O:26])[NH:24][C:23](=[O:27])[CH2:22][N:21]2[CH:28]=[O:31])[CH:5]=[C:6]([Cl:19])[C:7]=1[O:8][C:9]1[CH:10]=[CH:11][C:12]([S:15]([CH3:18])(=[O:17])=[O:16])=[CH:13][CH:14]=1. Procedure details: 1 g of 2-[3,5-dichloro-4-(4-methylsulfonylphenoxy)phenyl]hexahydro-1,2,4-triazine-3,5-dione was suspended in 10 ml of formic acid. 5 ml of propionyl chloride and 1 ml of concentrated sulfuric acid were successively added dropwise, and the mixture was stirred at 80° C. for 5 hours. After it had been cooled, a further 10 ml of propionyl chloride were added to complete the reaction, and the mixture was again heated at 80° C. for 5 hours with stirring. It was then poured onto ice-water, and the prec... Reactants: P(Cl)(Cl)(Cl)(Cl)Cl (phosphorus pentachloride), C(C)OC(CC(CCC)=O)=O (3-oxo-hexanoic acid ethyl ester), O (water). Run in C1=CC=CC=C1 (benzene). Reaction conditions: temperature 20 celsius. Product: C(C)OC(C=C(CCC)Cl)=O (3-chloro-2-hexenoic acid ethyl ester). As a reaction SMILES: P(Cl)(Cl)(Cl)(Cl)[Cl:2].[CH2:7]([O:9][C:10](=[O:17])[CH2:11][C:12](=O)[CH2:13][CH2:14][CH3:15])[CH3:8].O>C1C=CC=CC=1>[CH2:7]([O:9][C:10](=[O:17])[CH:11]=[C:12]([Cl:2])[CH2:13][CH2:14][CH3:15])[CH3:8]. Reported procedure: 280 g of phosphorus pentachloride are added in portions over the course of 2 hours to a solution of 200 g of 3-oxo-hexanoic acid ethyl ester in 20 ml of absolute benzene whilst stirring at 20° C. 200 ml of water are then added dropwise with intense cooling so that the temperature never rises above 0° C. The mixture is stirred for a further 12 hours at 0° C. The organic phase is then separated off, washed with twice 100 ml of ice-cold 2 N sodium hydroxide solution and with twice 100 ml of water, ...